Dataset: the Open Reaction Database (ORD), a public repository of structured organic reaction records. Task: describe an organic reaction: reactants, conditions, products, and yield Starting materials: ClC1=CC=C(C=C1)C(N1CCNCC1)C1=NC=CC=C1 (1-[4-Chlorophenyl-(2-pyridyl)methyl]piperazine), C1(CC1)NS(=O)(=O)CCCCCCCl (N-cyclopropyl-6-chlorohexanesulfonamide). The solvent is C(C)N(C(C)C)C(C)C (N-ethyldiisopropylamine). Product: C1(CC1)NS(=O)(=O)CCCCCCN1CCN(CC1)C(C1=NC=CC=C1)C1=CC=C(C=C1)Cl (N-cyclopropyl-6-[4-[4-chlorophenyl-(2-pyridyl)methyl]-1-piperazinyl]hexanesulfonamide). The yield is 46.6%. Reaction SMILES: [Cl:1][C:2]1[CH:7]=[CH:6][C:5]([CH:8]([C:15]2[CH:20]=[CH:19][CH:18]=[CH:17][N:16]=2)[N:9]2[CH2:14][CH2:13][NH:12][CH2:11][CH2:10]2)=[CH:4][CH:3]=1.[CH:21]1([NH:24][S:25]([CH2:28][CH2:29][CH2:30][CH2:31][CH2:32][CH2:33]Cl)(=[O:27])=[O:26])[CH2:23][CH2:22]1>C(N(C(C)C)C(C)C)C>[CH:21]1([NH:24][S:25]([CH2:28][CH2:29][CH2:30][CH2:31][CH2:32][CH2:33][N:12]2[CH2:11][CH2:10][N:9]([CH:8]([C:5]3[CH:4]=[CH:3][C:2]([Cl:1])=[CH:7][CH:6]=3)[C:15]3[CH:20]=[CH:19][CH:18]=[CH:17][N:16]=3)[CH2:14][CH2:13]2)(=[O:27])=[O:26])[CH2:23][CH2:22]1. Procedure details: 1-[4-Chlorophenyl-(2-pyridyl)methyl]piperazine (7.90 g, 27.5 mmol) and N-cyclopropyl-6-chlorohexanesulfonamide (7.24 g, 30.2 mmol) were refluxed in N-ethyldiisopropylamine (20 ml) for 6 hours. The reaction mixture was concentrated in vacuo, and water was added thereto. The mixture was extracted with chloroform. The chloroform layer was washed with water, and dried over anhydrous magnesium sulfate. Subsequently, the solvent was removed by evaporation in vacuo. The resulting crude product was puri... The reactants are C1CCOC1, CCCN(C)C(=O)c1cc(C(=O)OC)cc(C(=O)c2cccnc2)c1, CO, [Na+], [OH-]. Yields the product CCCN(C)C(=O)c1cc(C(=O)O)cc(C(=O)c2cccnc2)c1. RXN SMILES: [CH2:30]1[O:31][CH2:32][CH2:33][CH2:34]1.[CH3:1][O:2][C:3]([c:4]1[cH:5][c:6]([C:7](=[O:8])[N:9]([CH2:10][CH2:11][CH3:12])[CH3:13])[cH:14][c:15]([C:17](=[O:18])[c:19]2[cH:20][n:21][cH:22][cH:23][cH:24]2)[cH:16]1)=[O:25].[CH3:28][OH:29].[Na+:27].[OH-:26]>>[O:2]=[C:3]([c:4]1[cH:5][c:6]([C:7](=[O:8])[N:9]([CH2:10][CH2:11][CH3:12])[CH3:13])[cH:14][c:15]([C:17](=[O:18])[c:19]2[cH:20][n:21][cH:22][cH:23][cH:24]2)[cH:16]1)[OH:25]. Starting materials: Br.[Br-].CN(CCC[P+](C1=CC=CC=C1)(C1=CC=CC=C1)C1=CC=CC=C1)C (3-(dimethylamino)propyltriphenylphosphonium bromide hydrobromide), hydrochloride salt, C=O (CH2O), solution, C(CCC)[Li] (n-butyl lithium), BrC1=CC2=C(OCC3=C(C2=O)C=CC=C3)C=C1 (2-bromo-6,11-dihydrodibenz[b,e]oxepin-11-one), hydrochloride salt, C=O (CH2O), hydrochloride salt. Solvent: O1CCCC1 (tetrahydrofuran), CS(=O)C (DMSO), CS(=O)C (DMSO), CS(=O)C (DMSO), CCCCCC (hexane), O1CCCC1 (tetrahydrofuran). Run at time 10 minute. Yields the product BrC1=CC\2=C(OCC3=C(/C2=C/CCN(C)C)C=CC=C3)C=C1 ((Z)-3-(2-Bromo-6,11-dihydrodibenz[b,e]oxepin-11-ylidene)-N,N-dimethylpropylamine). RXN SMILES: Br.[Br-].[CH3:3][N:4]([CH3:27])[CH2:5][CH2:6][CH2:7][P+](C1C=CC=CC=1)(C1C=CC=CC=1)C1C=CC=CC=1.C([Li])CCC.[Br:33][C:34]1[CH:49]=[CH:48][C:37]2[O:38][CH2:39][C:40]3[CH:47]=[CH:46][CH:45]=[CH:44][C:41]=3[C:42](=O)[C:36]=2[CH:35]=1.C=O>O1CCCC1.CCCCCC.CS(C)=O>[Br:33][C:34]1[CH:49]=[CH:48][C:37]2[O:38][CH2:39][C:40]3[CH:47]=[CH:46][CH:45]=[CH:44][C:41]=3/[C:42](=[CH:7]/[CH2:6][CH2:5][N:4]([CH3:27])[CH3:3])/[C:36]=2[CH:35]=1 |f:0.1.2|. Procedure details: Anhydrous 3-(dimethylamino)propyltriphenylphosphonium bromide hydrobromide (39.4 g., 0.08 mole) was suspended in 450 mL of dry tetrahydrofuran and 100 mL of a solution of n-butyl lithium in hexane (1.6M) was added dropwise at 0° C. under a nitrogen atmosphere during a 30 minute period. After an additional 10 minutes, 2-bromo-6,11-dihydrodibenz[b,e]oxepin-11-one (16.8 g., 0.06 mole) in 150 mL dry tetrahydrofuran was added slowly to the deep red solution and the reaction mixture was then refluxed ... Reactants: O=C1NCCN1 (2-oxo-imidazolidine), C1(=CC=CC=C1)S(=O)(=O)Cl (benzenesulphonyl chloride), O1CCCC1 (tetrahydrofurane), C(Cl)(Cl)Cl (chloroform). Solvent: C(C)N(CC)CC (triethylamine). Yields the product C1(=CC=CC=C1)S(=O)(=O)N1C(NCC1)=O (1-Benzenesulphonyl-2-oxo-imidazolidine). RXN SMILES: [O:1]=[C:2]1[NH:6][CH2:5][CH2:4][NH:3]1.[C:7]1([S:13](Cl)(=[O:15])=[O:14])[CH:12]=[CH:11][CH:10]=[CH:9][CH:8]=1.O1CCCC1.C(Cl)(Cl)Cl>C(N(CC)CC)C>[C:7]1([S:13]([N:3]2[CH2:4][CH2:5][NH:6][C:2]2=[O:1])(=[O:15])=[O:14])[CH:12]=[CH:11][CH:10]=[CH:9][CH:8]=1. Procedure details: 86 parts by weight of 2-oxo-imidazolidine, 194 parts by weight of benzenesulphonyl chloride, 800 parts by volume of tetrahydrofurane, 500 parts by volume of chloroform and 101 parts by weight of triethylamine were stirred overnight at 50°C and subsequently evaporated to dryness in vacuo. The residue was gradually added, while stirring, to 1,000 parts by volume of ice water, the mixture was filtered and the residue was recrystallized from ethanol. Reported procedure: {3-[4-(4-Methanesulfonyl-benzyloxy)-phenyl]-isoxazol-4-yl}-carbamic acid tert-butyl ester (20.5 mg, 0.046 mmol) was dissolved in a 2M HCl in dioxanes (5 mL, 10 mmol) and stirred at rt until no starting material remained. Removal of volatiles under reduced pressure and workout according to Example 2 provided 3-[4-(4-methanesulfonyl-benzyloxy)-phenyl]-isoxazol-4-ylamine (14.5 mg, 91%). HRMS (M+1)=345.09 The product is CS(=O)(=O)C1=CC=C(COC2=CC=C(C=C2)C2=NOC=C2N)C=C1 (3-[4-(4-Methanesulfonyl-benzyloxy)-phenyl]-isoxazol-4-ylamine). Starting materials: C(C)(C)(C)OC(NC=1C(=NOC1)C1=CC=C(C=C1)OCC1=CC=C(C=C1)S(=O)(=O)C)=O ({3-[4-(4-Methanesulfonyl-benzyloxy)-phenyl]-isoxazol-4-yl}-carbamic acid tert-butyl ester), dioxanes. Reaction SMILES: C(OC(=O)[NH:7][C:8]1[C:9]([C:13]2[CH:18]=[CH:17][C:16]([O:19][CH2:20][C:21]3[CH:26]=[CH:25][C:24]([S:27]([CH3:30])(=[O:29])=[O:28])=[CH:23][CH:22]=3)=[CH:15][CH:14]=2)=[N:10][O:11][CH:12]=1)(C)(C)C>Cl>[CH3:30][S:27]([C:24]1[CH:23]=[CH:22][C:21]([CH2:20][O:19][C:16]2[CH:15]=[CH:14][C:13]([C:9]3[C:8]([NH2:7])=[CH:12][O:11][N:10]=3)=[CH:18][CH:17]=2)=[CH:26][CH:25]=1)(=[O:28])=[O:29]. The solvent is Cl (HCl).